Dataset: the Open Reaction Database (ORD), a public repository of structured organic reaction records. Task: describe an organic reaction: reactants, conditions, products, and yield The reactants are CC(=O)c1ccc(C(=O)Oc2ccc([N+](=O)[O-])cc2)cc1, CC(C)N(CCNC(=O)c1csc(N)n1)C(C)C. Yields the product CC(=O)c1ccc(C(=O)Nc2nc(C(=O)NCCN(C(C)C)C(C)C)cs2)cc1. As a reaction SMILES: [N+:1]([c:2]1[cH:3][cH:4][c:5]([O:6][C:11]([c:12]2[cH:13][cH:14][c:15]([C:18]([CH3:19])=[O:20])[cH:16][cH:17]2)=[O:21])[cH:7][cH:8]1)([O-:9])=[O:10].[NH2:22][c:23]1[s:24][cH:25][c:26]([C:28](=[O:29])[NH:30][CH2:31][CH2:32][N:33]([CH:34]([CH3:35])[CH3:36])[CH:37]([CH3:38])[CH3:39])[n:27]1>>[C:11]([c:12]1[cH:13][cH:14][c:15]([C:18]([CH3:19])=[O:20])[cH:16][cH:17]1)(=[O:21])[NH:22][c:23]1[s:24][cH:25][c:26]([C:28](=[O:29])[NH:30][CH2:31][CH2:32][N:33]([CH:34]([CH3:35])[CH3:36])[CH:37]([CH3:38])[CH3:39])[n:27]1. Reactants: O1CCOCC1.Cl (hydrochloric acid dioxane), C(#N)C1=CC(=C(C(=O)O)C=C1)F (4-cyano-2-fluorobenzoic acid). Solvent: CO (methanol). Reaction conditions: temperature 70 celsius, time 1 hour. Yields the product crude product, C(#N)C1=CC(=C(C(=O)OC)C=C1)F (Methyl 4-cyano-2-fluorobenzoate). RXN SMILES: O1CCOC[CH2:2]1.Cl.[C:8]([C:10]1[CH:18]=[CH:17][C:13]([C:14]([OH:16])=[O:15])=[C:12]([F:19])[CH:11]=1)#[N:9]>CO>[C:8]([C:10]1[CH:18]=[CH:17][C:13]([C:14]([O:16][CH3:2])=[O:15])=[C:12]([F:19])[CH:11]=1)#[N:9] |f:0.1|. Reported procedure: A 4 M hydrochloric acid dioxane solution (70.0 mL, 280 mmol) was added to a methanol (70.0 mL) solution of 4-cyano-2-fluorobenzoic acid (10.0 g, 60.6 mmol), and the mixture was stirred for one hour at 70° C. The reaction mixture was cooled to room temperature, and then the solvent was distilled off under reduced pressure. Thus, a crude product of the title compound was obtained. Reactants: C(#N)CCC=1N=CC(=NC1)NC(OC(C)(C)C)=O (tert-butyl 5-(2-cyanoethyl)pyrazin-2-ylcarbamate), C(=O)(C(F)(F)F)O (TFA). Run in C(Cl)Cl (DCM). Run at time 1 hour. Product: NC=1N=CC(=NC1)CCC#N (3-(5-aminopyrazin-2-yl)propanenitrile). Reaction SMILES: [C:1]([CH2:3][CH2:4][C:5]1[N:6]=[CH:7][C:8]([NH:11]C(=O)OC(C)(C)C)=[N:9][CH:10]=1)#[N:2].C(O)(C(F)(F)F)=O>C(Cl)Cl>[NH2:11][C:8]1[N:9]=[CH:10][C:5]([CH2:4][CH2:3][C:1]#[N:2])=[N:6][CH:7]=1. Procedure: To a solution of tert-butyl 5-(2-cyanoethyl)pyrazin-2-ylcarbamate (25 mg, 0.101 mmol) in DCM (0.336 mL) was added TFA (0.1 mL, 1.298 mmol) at room temperature. The reaction mixture was stirred at room temperature for 1 h. After quenched with sat. NaHCO3, the reaction mixture was extracted with DCM. The combined organic layer was washed with water and brine, dried over anhydrous sodium sulfate. Filtered and concentrated in vacuo. The crude product was used in next step reaction without purificati... The reactants are COC([C@](CC1=CC(=C(C=C1)OCC1=CC=CC=C1)OC(NC)=O)(OC(C)(C)C)N=C=O)=O ((S)-3-(4-Benzyloxy-3-methylcarbamoyloxy-phenyl)-2-tert-butoxy-carbonylamino-propionic acid methyl ester), Cl (HCl), C(C)OCC (Diethyl ether). Run in ClCCl (dichloromethane). Conditions: time 2 hour. The product is [Cl-].C(C1=CC=CC=C1)OC1=C(C=C(C=C1)C[C@@H](C(=O)OC)[NH3+])OC(NC)=O ((S)-2-(4-Benzyloxy-3-methylcarbamoyloxy-phenyl)-1-methoxycarbonyl-ethyl-ammonium chloride). As a reaction SMILES: [CH3:1][O:2][C:3](=[O:33])[C@@:4]([N:30]=C=O)(OC(C)(C)C)[CH2:5][C:6]1[CH:11]=[CH:10][C:9]([O:12][CH2:13][C:14]2[CH:19]=[CH:18][CH:17]=[CH:16][CH:15]=2)=[C:8]([O:20][C:21](=[O:24])[NH:22][CH3:23])[CH:7]=1.[ClH:34].C(OCC)C>ClCCl>[Cl-:34].[CH2:13]([O:12][C:9]1[CH:10]=[CH:11][C:6]([CH2:5][C@H:4]([NH3+:30])[C:3]([O:2][CH3:1])=[O:33])=[CH:7][C:8]=1[O:20][C:21](=[O:24])[NH:22][CH3:23])[C:14]1[CH:19]=[CH:18][CH:17]=[CH:16][CH:15]=1 |f:4.5|. Reported procedure: To a solution of (S)-3-(4-Benzyloxy-3-methylcarbamoyloxy-phenyl)-2-tert-butoxy-carbonylamino-propionic acid methyl ester (0.80 g) in dichloromethane (10 ml) was added HCl solution (4M in dioxane, 4 ml) at 0° C. The mixture was stirred at this temperature for 2 h. Diethyl ether was added and a white solid precipitated. (S)-2-(4-Benzyloxy-3-methylcarbamoyloxy-phenyl)-1-methoxycarbonyl-ethyl-ammonium chloride was obtained by filtration as a white solid, 0.654 g. 1H NMR (400 MHz, d6-DMSO) 2.65 (d, 3...